From a dataset of the Open Reaction Database (ORD), a public repository of structured organic reaction records. describe an organic reaction: reactants, conditions, products, and yield Starting materials: CCN1CCN(C(=O)NC(C(=O)NC2(S(C)=O)C(=O)NC2C)c2ccccc2)C(=O)C1=O, N, C1COCCO1. The product is CCN1CCN(C(=O)NC(C(=O)NC2(N)C(=O)NC2C)c2ccccc2)C(=O)C1=O. As a reaction SMILES: [CH2:1]([CH3:2])[N:3]1[C:4](=[O:32])[C:5](=[O:31])[N:6]([C:9](=[O:10])[NH:11][CH:12]([C:13](=[O:14])[NH:15][C:16]2([S:22]([CH3:23])=[O:24])[C:17](=[O:21])[NH:18][CH:19]2[CH3:20])[c:25]2[cH:26][cH:27][cH:28][cH:29][cH:30]2)[CH2:7][CH2:8]1.[NH3:33].[O:34]1[CH2:35][CH2:36][O:37][CH2:38][CH2:39]1>>[CH2:1]([CH3:2])[N:3]1[C:4](=[O:32])[C:5](=[O:31])[N:6]([C:9](=[O:10])[NH:11][CH:12]([C:13](=[O:14])[NH:15][C:16]2([NH2:33])[C:17](=[O:21])[NH:18][CH:19]2[CH3:20])[c:25]2[cH:26][cH:27][cH:28][cH:29][cH:30]2)[CH2:7][CH2:8]1.